Dataset: the Open Reaction Database (ORD), a public repository of structured organic reaction records. Task: describe an organic reaction: reactants, conditions, products, and yield Solvent: CS(=O)C (dimethylsulfoxide). Procedure: A 21.5 g (0.25 mole) portion of 2-imidazolidinone in 250 ml of dimethylsulfoxide was treated with 34.5 g (0.25 mole) of K2CO3, 10.0 g (0.06 mole of KI and 49.0 g (0.25 mole) of 3,4-Dichlorobenzyl chloride. The reaction mixture was heated at 100° for 3 hours and poured into 1.8 1 of H2O. The aqueous mixture was extracted with 1.3 1 of chloroform. The chloroform extract was washed with 500 ml of H2O, dried over MgSO4 overnight and filtered. The filtrate was concentrated to dryness to give 14 g (23... Yield: 23.0%. The product is ClC=1C=C(CN2C(NCC2)=O)C=CC1Cl (1-(3,4-Dichlorobenzyl)-2-imidazolidinone). Reactants: N1C(NCC1)=O (2-imidazolidinone), C(=O)([O-])[O-].[K+].[K+] (K2CO3), ClC=1C=C(CCl)C=CC1Cl (3,4-Dichlorobenzyl chloride), O (H2O). As a reaction SMILES: [NH:1]1[CH2:5][CH2:4][NH:3][C:2]1=[O:6].C([O-])([O-])=O.[K+].[K+].[Cl:13][C:14]1[CH:15]=[C:16]([CH:19]=[CH:20][C:21]=1[Cl:22])[CH2:17]Cl.O>CS(C)=O>[Cl:13][C:14]1[CH:15]=[C:16]([CH:19]=[CH:20][C:21]=1[Cl:22])[CH2:17][N:1]1[CH2:5][CH2:4][NH:3][C:2]1=[O:6] |f:1.2.3|.